This data is from the Open Reaction Database (ORD), a public repository of structured organic reaction records. The task is: describe an organic reaction: reactants, conditions, products, and yield The reactants are N(=[N+]=[N-])[C@H]1[C@@H](O[C@@H]([C@H]1O)CO)N1C(=O)NC(=O)C=C1 (2'-azido,2'-deoxyuridine), ICl (ICl), CCOCC (ether). The solvent is CO (methanol). Reaction conditions: temperature 50 celsius, time 15 minute. The product is IC=1C(NC(N([C@H]2[C@@H]([C@H](O)[C@@H](CO)O2)N=[N+]=[N-])C1)=O)=O (5-iodo,2'-azido,2'-deoxyuridine). The yield is 76.5%. Reaction SMILES: [N:1]([C@@H:4]1[C@H:8]([OH:9])[C@@H:7]([CH2:10][OH:11])[O:6][C@H:5]1[N:12]1[CH:19]=[CH:18][C:16](=[O:17])[NH:15][C:13]1=[O:14])=[N+:2]=[N-:3].[I:20]Cl.CCOCC>CO>[I:20][C:18]1[C:16](=[O:17])[NH:15][C:13](=[O:14])[N:12]([CH:19]=1)[C@@H:5]1[O:6][C@H:7]([CH2:10][OH:11])[C@@H:8]([OH:9])[C@H:4]1[N:1]=[N+:2]=[N-:3]. Procedure: To a solution of 2'-azido,2'-deoxyuridine (2.5 g, 9.3 mmoles) in methanol (20 ml) is added ICl (3.3 g, 20.5 mmoles, 2.2 eq.). The mixture is heated at 50° C. for 30 min. After cooling to room temperature, an equal volume of ether is added and the white precipitate is filtered off. The precipitate is stirred in methanolic ammonia (20 ml) at room temperature for 15 min, and then evaporated to dryness to yield 2.81 g (76%) of 5-iodo,2'-azido,2'-deoxyuridine. 1H NMR (300 MHz, methanol -d4) δ 8.58 (s... Starting materials: CN(C)CCN1CCCCc2cc([N+](=O)[O-])ccc21, ClCCl, O=C(Cl)Oc1ccccc1. Yields the product CN(CCN1CCCCc2cc([N+](=O)[O-])ccc21)C(=O)Oc1ccccc1. As a reaction SMILES: [CH3:1][N:2]([CH2:3][CH2:4][N:5]1[c:6]2[c:7]([cH:12][c:13]([N+:16](=[O:17])[O-:18])[cH:14][cH:15]2)[CH2:8][CH2:9][CH2:10][CH2:11]1)[CH3:19].[Cl:30][CH2:31][Cl:32].[c:20]1([O:26][C:27](=[O:28])[Cl:29])[cH:21][cH:22][cH:23][cH:24][cH:25]1>>[CH3:1][N:2]([CH2:3][CH2:4][N:5]1[c:6]2[c:7]([cH:12][c:13]([N+:16](=[O:17])[O-:18])[cH:14][cH:15]2)[CH2:8][CH2:9][CH2:10][CH2:11]1)[C:27]([O:26][c:20]1[cH:21][cH:22][cH:23][cH:24][cH:25]1)=[O:28]. Reactants: S(O)(O)(=O)=O (sulfuric acid), ketones, O=CC1=CC(OC)=C(O)C=C1 (vanillin), P(O)(O)(O)=O (phosphoric acid), ketones, O=CC1=CC(OC)=C(O)C=C1 (vanillin). Yields the product P(O)(O)(O)=O.O=CC1=CC(OC)=C(O)C=C1 (Phosphoric Acid vanillin). As a reaction SMILES: S(=O)(=O)(O)O.[O:6]=[CH:7][C:8]1[CH:16]=[CH:15][C:13]([OH:14])=[C:10]([O:11][CH3:12])[CH:9]=1.[P:17](=[O:21])([OH:20])([OH:19])[OH:18]>>[P:17](=[O:18])([OH:21])([OH:20])[OH:19].[O:6]=[CH:7][C:8]1[CH:16]=[CH:15][C:13]([OH:14])=[C:10]([O:11][CH3:12])[CH:9]=1 |f:3.4|. Reported procedure: In this method, the lipid containing plasma is heated with concentrated sulfuric acid; then vanillin and phosphoric acid are added to yield a pink color. The unsaturated components of a lipid specimen is assumed to be oxidized to ketones, the ketones then condensing with vanillin under the influence of acid catalysis. Following the assumed condensation reaction, dehydration of an aldol-type intermediate is further assumed to yield a more highly unsaturated product that absorbs visible light at w... The reactants are COC1=CC=C(C=C1)C1=C(C2=C(OCO2)C=C1)C(=O)OC (5-(4-methoxyphenyl)-(1,3)-benzodioxole-4-carboxylic acid, methyl ester), [OH-].[Na+] (sodium hydroxide). Run in C(C)O (ethanol). Product: COC1=CC=C(C=C1)C1=C(C2=C(OCO2)C=C1)C(=O)O (5-(4-Methoxyphenyl)-1,3-benzodioxole-4-carboxylic acid). RXN SMILES: [CH3:1][O:2][C:3]1[CH:8]=[CH:7][C:6]([C:9]2[CH:17]=[CH:16][C:12]3[O:13][CH2:14][O:15][C:11]=3[C:10]=2[C:18]([O:20]C)=[O:19])=[CH:5][CH:4]=1.[OH-].[Na+]>C(O)C>[CH3:1][O:2][C:3]1[CH:4]=[CH:5][C:6]([C:9]2[CH:17]=[CH:16][C:12]3[O:13][CH2:14][O:15][C:11]=3[C:10]=2[C:18]([OH:20])=[O:19])=[CH:7][CH:8]=1 |f:1.2|. Reported procedure: The crude 5-(4-methoxyphenyl)-(1,3)-benzodioxole-4-carboxylic acid, methyl ester was hydrolyzed with 1 N sodium hydroxide (2 mL) in refluxing ethanol (10 mL) until TLC analysis indicated the completion of the reaction. The cooled reaction mixture was extracted with methylene chloride and then the aqueous layer was acidified with 1 N hydrochloric acid. The acidic solution was extracted with methylene chloride and the organic layers were dried and concentrated by rotary evaporation to give the cru...